From a dataset of the Open Reaction Database (ORD), a public repository of structured organic reaction records. describe an organic reaction: reactants, conditions, products, and yield Starting materials: ClC1=CC(=C(C=C1)N=C=O)OC1=CC=CC=C1 (4-chloro-1-isocyanato-2-phenoxybenzene), CC(C(C(=O)OC)NC(=O)C=1SC=C(N1)C1=CC=C(C=C1)[N+](=O)[O-])C (Methyl 3-methyl-2-(4-(4-nitrophenyl)thiazole-2-carboxamido)butanoate). Product: ClC1=CC(=C(C=C1)NC(NC1=CC=C(C=C1)C=1N=C(SC1)C(=O)NC(C(=O)OC)C(C)C)=O)OC1=CC=CC=C1 (Methyl 2-(4-(4-(3-(4-chloro-2-phenoxyphenyl)ureido)phenyl)thiazole-2-carboxamido)-3-methylbutanoate). Yield: 61.0%. As a reaction SMILES: [Cl:1][C:2]1[CH:7]=[CH:6][C:5]([N:8]=[C:9]=[O:10])=[C:4]([O:11][C:12]2[CH:17]=[CH:16][CH:15]=[CH:14][CH:13]=2)[CH:3]=1.[CH3:18][CH:19]([CH3:42])[CH:20]([NH:25][C:26]([C:28]1[S:29][CH:30]=[C:31]([C:33]2[CH:38]=[CH:37][C:36]([N+:39]([O-])=O)=[CH:35][CH:34]=2)[N:32]=1)=[O:27])[C:21]([O:23][CH3:24])=[O:22]>>[Cl:1][C:2]1[CH:7]=[CH:6][C:5]([NH:8][C:9](=[O:10])[NH:39][C:36]2[CH:37]=[CH:38][C:33]([C:31]3[N:32]=[C:28]([C:26]([NH:25][CH:20]([CH:19]([CH3:42])[CH3:18])[C:21]([O:23][CH3:24])=[O:22])=[O:27])[S:29][CH:30]=3)=[CH:34][CH:35]=2)=[C:4]([O:11][C:12]2[CH:13]=[CH:14][CH:15]=[CH:16][CH:17]=2)[CH:3]=1. Reported procedure: The title compound was synthesized analogous to Example 23, using 4-chloro-1-isocyanato-2-phenoxybenzene and intermediate 3. Yield: 61%; 1H NMR (DMSO-d6, 300 MHz): δ 9.54 (s, 1H), 8.81 (d, 1H), 8.71 (s, 1H), 8.41 (s, 1H), 8.32 (s, 1H), 8.06 (d, 2H), 7.57 (d, 2H), 7.44 (d, 2H), 7.22 (t, 1H), 7.11 (d, 2H), 7.02 (d, 1H), 6.86 (d, 1H), 4.39 (t, 1H), 3.69 (s, 3H), 2.31 (m, 1H), 0.99 (d, 6H).